This data is from the Open Reaction Database (ORD), a public repository of structured organic reaction records. The task is: describe an organic reaction: reactants, conditions, products, and yield The reactants are N1(CCC1)C(=O)C=1OC2=C(C1)C=CC=C2N2CCN(CC2)CC2=CC=CC=C2 (azetidin-1-yl(7-(4-benzylpiperazin-1-yl)benzofuran-2-yl)methanone), C(C)(=O)O (acetic acid), N (ammonia). The product is N1(CCC1)C(=O)C=1OC2=C(C1)C=CC=C2N2CCNCC2 (Azetidin-1-yl(7-(piperazin-1-yl)benzofuran-2-yl)methanone). Reaction SMILES: [N:1]1([C:5]([C:7]2[O:8][C:9]3[C:15]([N:16]4[CH2:21][CH2:20][N:19](CC5C=CC=CC=5)[CH2:18][CH2:17]4)=[CH:14][CH:13]=[CH:12][C:10]=3[CH:11]=2)=[O:6])[CH2:4][CH2:3][CH2:2]1.C(O)(=O)C.N>>[N:1]1([C:5]([C:7]2[O:8][C:9]3[C:15]([N:16]4[CH2:17][CH2:18][NH:19][CH2:20][CH2:21]4)=[CH:14][CH:13]=[CH:12][C:10]=3[CH:11]=2)=[O:6])[CH2:4][CH2:3][CH2:2]1. Reported procedure: The compound was prepared according to the procedure disclosed in Example 39d starting from azetidin-1-yl(7-(4-benzylpiperazin-1-yl)benzofuran-2-yl)methanone (0.52 g, 1.38 mmol) and acetic acid (0.63 mL, 11.1 mmol). A solution of ammonia (3 mL, 7N in MeOH) was added to the mixture after the reaction was complete. The solvent was removed by rotary evaporation. The crude product was purified by flash chromatography (SiO2; gradient 0-10% ammonia (7N in MeOH) in DCM). Yield: 0.36 g (91%). Starting materials: C(C)(=O)NC1=CC=C(CNC2=NNC3=NC=NC(=C32)NC3=CC(=CC=C3)Cl)C=C1 (3-(4-acetylamino-benzylamino)-4-(3-chlorophenylamino)-1H-pyrazolo[3,4-d]pyrimidine), [OH-].[Na+] (sodium hydroxide). Solvent: O (water). Reaction conditions: temperature 100 celsius. Yields the product NC1=CC=C(CNC2=NNC3=NC=NC(=C32)NC3=CC(=CC=C3)Cl)C=C1 (3-(4-Amino-benzylamino)-4-(3-chloro-phenylamino)-1H-pyrazolo[3,4-d]-pyrimidine). RXN SMILES: C([NH:4][C:5]1[CH:29]=[CH:28][C:8]([CH2:9][NH:10][C:11]2[C:19]3[C:14](=[N:15][CH:16]=[N:17][C:18]=3[NH:20][C:21]3[CH:26]=[CH:25][CH:24]=[C:23]([Cl:27])[CH:22]=3)[NH:13][N:12]=2)=[CH:7][CH:6]=1)(=O)C.[OH-].[Na+]>O>[NH2:4][C:5]1[CH:29]=[CH:28][C:8]([CH2:9][NH:10][C:11]2[C:19]3[C:14](=[N:15][CH:16]=[N:17][C:18]=3[NH:20][C:21]3[CH:26]=[CH:25][CH:24]=[C:23]([Cl:27])[CH:22]=3)[NH:13][N:12]=2)=[CH:7][CH:6]=1 |f:1.2|. Reported procedure: A mixture of 0.11 g (0.27 mmol) of 3-(4-acetylamino-benzylamino)-4-(3-chlorophenylamino)-1H-pyrazolo[3,4-d]pyrimidine (Example 57), 3 ml of water and 1.5 ml of 30% sodium hydroxide solution is heated at 100° C. for 4 hours. After cooling to RT, the reaction mixture is extracted with ethyl acetate and the extract is washed with brine, dried over sodium sulfate and concentrated by evaporation in vacuo. The residue is purified by flash chromatography on silica gel having a particle size of 0.04-0.0...